From a dataset of the Open Reaction Database (ORD), a public repository of structured organic reaction records. describe an organic reaction: reactants, conditions, products, and yield Starting materials: CSC1=NC=C(C(=N1)NCC1=CC(=C(C=C1)OC)Cl)C(=O)O (2-methylthio-4-(3-chloro-4-methoxybenzylamino)-5-carboxypyrimidine), N1=C(C=CC=C1)CO (2-pyridinemethanol), ClC1=C(C(=O)Cl)C(=CC(=C1)Cl)Cl (2,4,6-trichlorobenzoyl chloride), CN(C)C1=NC=CC=C1 (dimethylaminopyridine). Run in O (water), C(C)(=O)OCC (Ethyl acetate), O1CCCC1 (tetrahydrofuran), C(C)N(CC)CC (triethylamine). Run at time 10 minute. Product: CSC1=NC=C(C(=N1)NCC1=CC(=C(C=C1)OC)Cl)C(=O)OCC1=NC=CC=C1 (2-methylthio-4-(3-chloro-4-methoxybenzylamino)-5-(2-pyridylmethoxycarbonyl)pyrimidine). RXN SMILES: [CH3:1][S:2][C:3]1[N:8]=[C:7]([NH:9][CH2:10][C:11]2[CH:16]=[CH:15][C:14]([O:17][CH3:18])=[C:13]([Cl:19])[CH:12]=2)[C:6]([C:20]([OH:22])=[O:21])=[CH:5][N:4]=1.ClC1C=C(Cl)C=C(Cl)C=1C(Cl)=O.CN(C1C=CC=CN=1)C.[N:44]1[CH:49]=[CH:48][CH:47]=[CH:46][C:45]=1[CH2:50]O>O1CCCC1.O.C(OCC)(=O)C.C(N(CC)CC)C>[CH3:1][S:2][C:3]1[N:8]=[C:7]([NH:9][CH2:10][C:11]2[CH:16]=[CH:15][C:14]([O:17][CH3:18])=[C:13]([Cl:19])[CH:12]=2)[C:6]([C:20]([O:22][CH2:50][C:45]2[CH:46]=[CH:47][CH:48]=[CH:49][N:44]=2)=[O:21])=[CH:5][N:4]=1. Procedure details: A mixture of 2-methylthio-4-(3-chloro-4-methoxybenzylamino)-5-carboxypyrimidine (prepared in Example 79) 0.100 g and triethylamine 82 μl in tetrahydrofuran 2.0 ml is treated under room temperature with 2,4,6-trichlorobenzoyl chloride 51 μl and then dimethylaminopyridine about 1 mg is added thereto, followed by stirring for 10 minutes. After addition of 2-pyridinemethanol 31 μl, the mixture is stirred for 12 hours. Ethyl acetate and water are added thereto and the organic layer is separated, wash... Procedure details: A solution of 4-[3-(4-methyl-piperidin-1-yl)-4-nitro-phenyl]-3,6-dihydro-2H-pyridine-1-carboxylic acid tert-butyl ester (0.090 g, 0.22 mmol) (as prepared in Example 33, step (d)) in methanol (2 mL) was hydrogenated over 10% Pd/C at 12 psi for 2 h. The solution was filtered and concentrated to give 0.085 g (100%) of the title compound as an oil. Mass spectrum (ESI, m/z): Calcd. for C22H35N3O2, 374.3 (M+H), found 374.1. The yield is 103.4%. Reactants: C(C)(C)(C)OC(=O)N1CCC(=CC1)C1=CC(=C(C=C1)[N+](=O)[O-])N1CCC(CC1)C (4-[3-(4-methyl-piperidin-1-yl)-4-nitro-phenyl]-3,6-dihydro-2H-pyridine-1-carboxylic acid tert-butyl ester). Reaction SMILES: [C:1]([O:5][C:6]([N:8]1[CH2:13][CH:12]=[C:11]([C:14]2[CH:19]=[CH:18][C:17]([N+:20]([O-])=O)=[C:16]([N:23]3[CH2:28][CH2:27][CH:26]([CH3:29])[CH2:25][CH2:24]3)[CH:15]=2)[CH2:10][CH2:9]1)=[O:7])([CH3:4])([CH3:3])[CH3:2]>CO.[Pd]>[C:1]([O:5][C:6]([N:8]1[CH2:9][CH2:10][CH:11]([C:14]2[CH:19]=[CH:18][C:17]([NH2:20])=[C:16]([N:23]3[CH2:28][CH2:27][CH:26]([CH3:29])[CH2:25][CH2:24]3)[CH:15]=2)[CH2:12][CH2:13]1)=[O:7])([CH3:4])([CH3:2])[CH3:3]. Product: C(C)(C)(C)OC(=O)N1CCC(CC1)C1=CC(=C(C=C1)N)N1CCC(CC1)C (4-[4-Amino-3-(4-methyl-piperidin-1-yl)-phenyl]-piperidine-1-carboxylic acid tert-butyl ester). Solvent: CO (methanol). The reagents and catalysts are [Pd] (Pd/C). Starting materials: [OH-].[Li+] (Lithium hydroxide), C(C)O[C@H](C(=O)OCC)CC1=CC=C(C=C1)OCCC1=CC=C(C=C1)OS(=O)(=O)C (ethyl (S)-2-ethoxy-3-[4-[[4-(methylsulfonyloxy)phenethyl]oxy]phenyl]propanoate), O1CCCC1 (tetrahydrofuran), O (water). The solvent is C(C)(=O)OCC (Ethyl acetate). Run at time 30 minute. The product is C(C)O[C@H](C(=O)O)CC1=CC=C(C=C1)OCCC1=CC=C(C=C1)OS(=O)(=O)C ((S)-2-Ethoxy-3-[4-[[4-(methylsulphonyloxy)phenethyl]oxy]phenyl]propanoic acid). Reaction SMILES: [CH2:1]([O:3][C@@H:4]([CH2:10][C:11]1[CH:16]=[CH:15][C:14]([O:17][CH2:18][CH2:19][C:20]2[CH:25]=[CH:24][C:23]([O:26][S:27]([CH3:30])(=[O:29])=[O:28])=[CH:22][CH:21]=2)=[CH:13][CH:12]=1)[C:5]([O:7]CC)=[O:6])[CH3:2].O1CCCC1.O.[OH-].[Li+]>C(OCC)(=O)C>[CH2:1]([O:3][C@@H:4]([CH2:10][C:11]1[CH:12]=[CH:13][C:14]([O:17][CH2:18][CH2:19][C:20]2[CH:21]=[CH:22][C:23]([O:26][S:27]([CH3:30])(=[O:28])=[O:29])=[CH:24][CH:25]=2)=[CH:15][CH:16]=1)[C:5]([OH:7])=[O:6])[CH3:2] |f:3.4|. Procedure: To the oil of ethyl (S)-2-ethoxy-3-[4-[[4-(methylsulfonyloxy)phenethyl]oxy]phenyl]propanoate (723 g(71.2% assay), 1.18 mol, 1.0 eq) was added tetrahydrofuran (THF) (3900 ml). When a homogenous solution was formed, water (900 ml) was added. The mixture was cooled to +10° C. Lithium hydroxide solution (390 ml, 4 M, 1.45 eq) was added over 1 hour. The temperature was then raised to +30° C. and the reaction allowed to proceed at this temperature for 2–3 hours. The reaction was stopped when the conve...